Dataset: the Open Reaction Database (ORD), a public repository of structured organic reaction records. Task: describe an organic reaction: reactants, conditions, products, and yield Reactants: Cl.NO (hydroxylamine hydrochloride), O.O.O.C(C)(=O)[O-].[Na+] (sodium acetate trihydrate), Cl.NO (hydroxylamine hydrochloride), O.O.O.C(C)(=O)[O-].[Na+] (sodium acetate trihydrate), OC1=C(C(=CC(=C1)C)O)C(C)=O (1-(2,6-dihydroxy-4-methylphenyl)ethanone), OC1=C(C(=CC(=C1)C)O)C(C)=O (1-(2,6-dihydroxy-4-methylphenyl)ethanone). Run in mixture, CCO.O (EtOH H2O), O (water), mixture, CCO.O (EtOH H2O). Reaction conditions: time 2 hour. Product: OC1=C(C(=CC(=C1)C)O)C(C)=NO (1-(2,6-dihydroxy-4-methylphenyl)ethanone oxime). Yield: 80.9%. Reaction SMILES: Cl.[NH2:2][OH:3].O.O.O.C([O-])(=O)C.[Na+].[OH:12][C:13]1[CH:18]=[C:17]([CH3:19])[CH:16]=[C:15]([OH:20])[C:14]=1[C:21](=O)[CH3:22]>CCO.O.O>[OH:12][C:13]1[CH:18]=[C:17]([CH3:19])[CH:16]=[C:15]([OH:20])[C:14]=1[C:21](=[N:2][OH:3])[CH3:22] |f:0.1,2.3.4.5.6,8.9|. Procedure details: A solution of hydroxylamine hydrochloride (470 mg, 6.76 mmol) and sodium acetate trihydrate (590 mg, 4.34 mmol) dissolved in 20 ml of a mixture of EtOH/H2O (7/3) was added to a solution of 1-(2,6-dihydroxy-4-methylphenyl)ethanone (Intermediate 16, 940 mg) in 15 ml of a mixture of EtOH/H2O (7/3). After refluxing and stirring under N2 for 2 hours, additional hydroxylamine hydrochloride (159 mg, 2.29 mmol) and sodium acetate trihydrate (199 mg) dissolved in 5 ml of water were added. The reaction mi... Starting materials: C(C)OC(C(CC1=C(C=CC(=N1)C1=NC=CC=C1C(F)(F)F)C#N)=O)=O (3-(5-cyano-3′-trifluoromethyl-[2,2′]bipyridinyl-6-yl)-2-oxo-propionic acid ethyl ester), FC(C1=CC=C(N)C=C1)(F)F (4-trifluoromethyl aniline), O (H2O). The solvent is CC(=O)O (AcOH). Run at temperature 100 celsius. Product: C(C)OC(=O)C1=NC(=C2C=CC(=NC2=C1)C1=NC=CC=C1C(F)(F)F)NC1=CC=C(C=C1)C(F)(F)F (5-(4Trifluoromethyl-phenylamino)-2-(3-trifluoromethyl-pyridin-2-yl)-[1,6]napthyridine-7-carboxylic acid ethyl ester). Reaction SMILES: [CH2:1]([O:3][C:4](=[O:26])[C:5](=O)[CH2:6][C:7]1[N:12]=[C:11]([C:13]2[C:18]([C:19]([F:22])([F:21])[F:20])=[CH:17][CH:16]=[CH:15][N:14]=2)[CH:10]=[CH:9][C:8]=1[C:23]#[N:24])[CH3:2].[F:27][C:28]([F:37])([F:36])[C:29]1[CH:35]=[CH:34][C:32]([NH2:33])=[CH:31][CH:30]=1.O>CC(O)=O>[CH2:1]([O:3][C:4]([C:5]1[CH:6]=[C:7]2[C:8]([CH:9]=[CH:10][C:11]([C:13]3[C:18]([C:19]([F:20])([F:22])[F:21])=[CH:17][CH:16]=[CH:15][N:14]=3)=[N:12]2)=[C:23]([NH:33][C:32]2[CH:34]=[CH:35][C:29]([C:28]([F:36])([F:37])[F:27])=[CH:30][CH:31]=2)[N:24]=1)=[O:26])[CH3:2]. Reported procedure: Dissolve 3-(5-cyano-3′-trifluoromethyl-[2,2′]bipyridinyl-6-yl)-2-oxo-propionic acid ethyl ester (70 mg, 0.193 mmol) and 4-trifluoromethyl aniline (31 mg, 0.193 mmol) in AcOH (1 mL). Heat the mixture at 100° C. for 1.5 hours. Cool the mixture in ice and add H2O (5 mL). Extract three times with EtOAC (3×10 mL). Combine the organic extracts and wash with 1 N NaOH (30 mL) and brine (30 mL). Dry the organic extract over Na2SO4 and remove the solvent under reduced pressure. Purify the crude product us... Starting materials: OCc1cc(Br)ccc1Cl, CC(C)(C)[Si](C)(C)Cl, CN(C)C=O, c1c[nH]cn1. The product is CC(C)(C)[Si](C)(C)OCc1cc(Br)ccc1Cl. As a reaction SMILES: [Br:1][c:2]1[cH:3][cH:4][c:5]([Cl:10])[c:6]([CH2:8][OH:9])[cH:7]1.[C:16]([CH3:17])([CH3:18])([CH3:19])[Si:20]([CH3:21])([CH3:22])[Cl:23].[O:24]=[CH:25][N:26]([CH3:27])[CH3:28].[nH:11]1[cH:12][cH:13][n:14][cH:15]1>>[Br:1][c:2]1[cH:3][cH:4][c:5]([Cl:10])[c:6]([CH2:8][O:9][Si:20]([C:16]([CH3:17])([CH3:18])[CH3:19])([CH3:21])[CH3:22])[cH:7]1. Procedure details: Synthesized from pivalic acid (R)-6-{2-[(3-fluoro-4-hydroxybenzoyl)isopropylamino]-4-methoxyphenyl}-5,6,7,8-tetrahydronaphthalen-2-yl ester (19 mg) and 2-chloro-1-piperidin-1-ylethanone (11 mg) according to an analogous synthetic method to Example 404 and purified by LC-MS, the title compound (7.2 mg) was obtained. Isolated yield 37.0%. The reactants are FC=1C=C(C(=O)N(C2=C(C=CC(=C2)OC)[C@H]2CC=3C=CC(=CC3CC2)OC(C(C)(C)C)=O)C(C)C)C=CC1O (pivalic acid (R)-6-{2-[(3-fluoro-4-hydroxybenzoyl)isopropylamino]-4-methoxyphenyl}-5,6,7,8-tetrahydronaphthalen-2-yl ester), ClCC(=O)N1CCCCC1 (2-chloro-1-piperidin-1-ylethanone). RXN SMILES: [F:1][C:2]1[CH:3]=[C:4]([CH:36]=[CH:37][C:38]=1[OH:39])[C:5]([N:7]([CH:33]([CH3:35])[CH3:34])[C:8]1[CH:13]=[C:12]([O:14][CH3:15])[CH:11]=[CH:10][C:9]=1[C@@H:16]1[CH2:25][CH2:24][C:23]2[CH:22]=[C:21]([O:26]C(=O)C(C)(C)C)[CH:20]=[CH:19][C:18]=2[CH2:17]1)=O.Cl[CH2:41][C:42]([N:44]1[CH2:49][CH2:48][CH2:47][CH2:46][CH2:45]1)=O>>[F:1][C:2]1[CH:3]=[C:4]([CH:36]=[CH:37][C:38]=1[O:39][CH2:41][CH2:42][N:44]1[CH2:49][CH2:48][CH2:47][CH2:46][CH2:45]1)[CH2:5][N:7]([CH:33]([CH3:35])[CH3:34])[C:8]1[CH:13]=[C:12]([O:14][CH3:15])[CH:11]=[CH:10][C:9]=1[C@@H:16]1[CH2:25][CH2:24][C:23]2[CH:22]=[C:21]([OH:26])[CH:20]=[CH:19][C:18]=2[CH2:17]1. Product: FC=1C=C(CN(C2=C(C=CC(=C2)OC)[C@H]2CC=3C=CC(=CC3CC2)O)C(C)C)C=CC1OCCN1CCCCC1 ((R)-6-{2-{[3-Fluoro-4-(2-piperidin-1-ylethoxy)benzyl]isopropylamino}-4-methoxyphenyl}-5,6,7,8-tetrahydronaphthalen-2-ol). Reactants: CN(C)C1CC=C(c2cccc(Br)c2F)CC1, N=C(c1ccccc1)c1ccccc1, Cc1ccccc1, CC(C)(C)[O-], CO, [Na+], O=C(C=Cc1ccccc1)C=Cc1ccccc1, O=C(C=Cc1ccccc1)C=Cc1ccccc1, O=C(C=Cc1ccccc1)C=Cc1ccccc1, [Pd], [Pd], c1ccc(P(c2ccccc2)c2ccc3ccccc3c2-c2c(P(c3ccccc3)c3ccccc3)ccc3ccccc23)cc1. Product: CN(C)C1CC=C(c2cccc(N=C(c3ccccc3)c3ccccc3)c2F)CC1. As a reaction SMILES: [Br:1][c:2]1[c:3]([F:17])[c:4]([C:8]2=[CH:9][CH2:10][CH:11]([N:14]([CH3:15])[CH3:16])[CH2:12][CH2:13]2)[cH:5][cH:6][cH:7]1.[C:18]([c:19]1[cH:20][cH:21][cH:22][cH:23][cH:24]1)([c:25]1[cH:26][cH:27][cH:28][cH:29][cH:30]1)=[NH:31].[CH3:142][c:143]1[cH:144][cH:145][cH:146][cH:147][cH:148]1.[CH3:78][C:79]([CH3:80])([O-:81])[CH3:82].[CH3:84][OH:85].[Na+:83].[O:106]=[C:107]([CH:108]=[CH:109][c:110]1[cH:111][cH:112][cH:113][cH:114][cH:115]1)[CH:116]=[CH:117][c:118]1[cH:119][cH:120][cH:121][cH:122][cH:123]1.[O:124]=[C:125]([CH:126]=[CH:127][c:128]1[cH:129][cH:130][cH:131][cH:132][cH:133]1)[CH:134]=[CH:135][c:136]1[cH:137][cH:138][cH:139][cH:140][cH:141]1.[O:88]=[C:89]([CH:90]=[CH:91][c:92]1[cH:93][cH:94][cH:95][cH:96][cH:97]1)[CH:98]=[CH:99][c:100]1[cH:101][cH:102][cH:103][cH:104][cH:105]1.[Pd:86].[Pd:87].[cH:32]1[cH:33][cH:34][c:35]([P:36]([c:37]2[cH:38][cH:39][c:40]3[c:41]([cH:42][cH:43][cH:44][cH:45]3)[c:46]2-[c:47]2[c:48]3[c:49]([cH:50][cH:51][cH:52][cH:53]3)[cH:54][cH:55][c:56]2[P:57]([c:58]2[cH:59][cH:60][cH:61][cH:62][cH:63]2)[c:64]2[cH:65][cH:66][cH:67][cH:68][cH:69]2)[c:70]2[cH:71][cH:72][cH:73][cH:74][cH:75]2)[cH:76][cH:77]1>>[c:2]1([N:31]=[C:18]([c:19]2[cH:20][cH:21][cH:22][cH:23][cH:24]2)[c:25]2[cH:26][cH:27][cH:28][cH:29][cH:30]2)[c:3]([F:17])[c:4]([C:8]2=[CH:9][CH2:10][CH:11]([N:14]([CH3:15])[CH3:16])[CH2:12][CH2:13]2)[cH:5][cH:6][cH:7]1. Reactants: BrC=1SC=C(N1)C(=O)NC=1C=NC=CC1N1C[C@H](CCC1)NC(OC(C)(C)C)=O ((S)-tert-butyl 1-(3-(2-bromothiazole-4-carboxamido)pyridin-4-yl)piperidin-3-ylcarbamate), FC1=C(C=CC=C1)B(O)O (2-Fluorophenylboronic acid), C(C)(=O)[O-].[K+] (Potassium acetate), O (Water), O (Water). The reagents and catalysts are [Pd](Cl)Cl.C1(=CC=CC=C1)P([C-]1C=CC=C1)C1=CC=CC=C1.[C-]1(C=CC=C1)P(C1=CC=CC=C1)C1=CC=CC=C1.[Fe+2] (1,1′-Bis(diphenylphosphino)ferrocene palladium (II) chloride). Run in C([O-])([O-])=O.[Na+].[Na+] (Sodium carbonate), C(C)#N (acetonitrile). Product: FC1=C(C=CC=C1)C=1SC=C(N1)C(=O)NC=1C=NC=CC1N1C[C@H](CCC1)NC(OC(C)(C)C)=O ((S)-tert-butyl 1-(3-(2-(2-fluorophenyl)thiazole-4-carboxamido)pyridin-4-yl)piperidin-3-ylcarbamate). Reaction SMILES: Br[C:2]1[S:3][CH:4]=[C:5]([C:7]([NH:9][C:10]2[CH:11]=[N:12][CH:13]=[CH:14][C:15]=2[N:16]2[CH2:21][CH2:20][CH2:19][C@H:18]([NH:22][C:23](=[O:29])[O:24][C:25]([CH3:28])([CH3:27])[CH3:26])[CH2:17]2)=[O:8])[N:6]=1.[F:30][C:31]1[CH:36]=[CH:35][CH:34]=[CH:33][C:32]=1B(O)O.C([O-])(=O)C.[K+].O>C(=O)([O-])[O-].[Na+].[Na+].C(#N)C.[Pd](Cl)Cl.C1(P(C2C=CC=CC=2)[C-]2C=CC=C2)C=CC=CC=1.[C-]1(P(C2C=CC=CC=2)C2C=CC=CC=2)C=CC=C1.[Fe+2]>[F:30][C:31]1[CH:36]=[CH:35][CH:34]=[CH:33][C:32]=1[C:2]1[S:3][CH:4]=[C:5]([C:7]([NH:9][C:10]2[CH:11]=[N:12][CH:13]=[CH:14][C:15]=2[N:16]2[CH2:21][CH2:20][CH2:19][C@H:18]([NH:22][C:23](=[O:29])[O:24][C:25]([CH3:28])([CH3:27])[CH3:26])[CH2:17]2)=[O:8])[N:6]=1 |f:2.3,5.6.7,9.10.11.12|. Reported procedure: In a microwave safe sealed tube was charged a mixture of ((S)-tert-butyl 1-(3-(2-bromothiazole-4-carboxamido)pyridin-4-yl)piperidin-3-ylcarbamate (96.5 mg, 0.2 mmol), 2-Fluorophenylboronic acid (33.6 mg, 0.24 mmol), 1,1′-Bis(diphenylphosphino)ferrocene palladium (II) chloride (81.7 mg, 0.1 mmol), 1.00 M of Potassium acetate in Water (0.3 mL, 0.3 mmol), 1.00 M of Sodium carbonate in Water (0.3 mL, 0.3 mmol) in acetonitrile (5 mL). The mixture was irradiated at 300 W 110° C. for 15 minutes. The re... The reactants are Cl.NC1=CC=C(C=C1)CCOC1=CC=C(C=C1)C[C@@H](C(=O)O)OCC (3-{4-[2-(4-Aminophenyl)ethoxy]phenyl}-(S)-2-ethoxypropanoic acid hydro chloride), C(=O)O (formic acid), C(C)(=O)OC(C)=O (acetic anhydride). Run in O1CCCC1 (tetrahydrofuran). Reaction conditions: time 8 hour. Product: C(C)O[C@H](C(=O)O)CC1=CC=C(C=C1)OCCC1=CC=C(C=C1)NC=O ((S)-2-ethoxy-3-(4-{[4-(formylamino)phenethyl]oxy}phenyl)propanoic acid). Yield: 62.0%. Reaction SMILES: Cl.[NH2:2][C:3]1[CH:8]=[CH:7][C:6]([CH2:9][CH2:10][O:11][C:12]2[CH:17]=[CH:16][C:15]([CH2:18][C@H:19]([O:23][CH2:24][CH3:25])[C:20]([OH:22])=[O:21])=[CH:14][CH:13]=2)=[CH:5][CH:4]=1.[CH:26](O)=[O:27].C(OC(=O)C)(=O)C>O1CCCC1>[CH2:24]([O:23][C@@H:19]([CH2:18][C:15]1[CH:16]=[CH:17][C:12]([O:11][CH2:10][CH2:9][C:6]2[CH:5]=[CH:4][C:3]([NH:2][CH:26]=[O:27])=[CH:8][CH:7]=2)=[CH:13][CH:14]=1)[C:20]([OH:22])=[O:21])[CH3:25] |f:0.1|. Procedure details: 3-{4-[2-(4-Aminophenyl)ethoxy]phenyl}-(S)-2-ethoxypropanoic acid hydro chloride (described in Example 56a) (0.115 g, 0.314 mmole) in tetrahydrofuran (3 ml) was mixed with a mixture of formic acid (0.5 ml) and acetic anhydride (0.3 ml). The resulting mixture was stirred at room temperature overnight. Tetrahydrofuran was evaporated. Ethyl acetate and water were added into the residue. The phases were separated. The organic phase was washed with brine, dried with magnesium sulfate and the solvent w... Starting materials: N[C@@H](CCC(=O)[O-])C(=O)[O-].[Na+].[Na+] (Sodium glutamate), solution, S(O)(O)(=O)=O (sulfuric acid). The product is N[C@@H](CCC(=O)O)C(=O)O (glutamic acid). Yield: 97.4%. As a reaction SMILES: [NH2:1][C@H:2]([C:8]([O-:10])=[O:9])[CH2:3][CH2:4][C:5]([O-:7])=[O:6].[Na+].[Na+].S(=O)(=O)(O)O>>[NH2:1][C@H:2]([C:8]([OH:10])=[O:9])[CH2:3][CH2:4][C:5]([OH:7])=[O:6] |f:0.1.2|. Reported procedure: 72 g Sodium glutamate were reacted as a 10% solution with sulfuric acid according to the invention as in Example 6 to produce 54 g of glutamic acid and the corresponding amount of sodium sulfate. Starting materials: C(C)(=O)NC1CN(CC1)C1=NC(=C(C(=O)C(C(=O)OCC)=CN(C)C)C=C1F)NC1=C(C=C(C=C1)F)F (ethyl 2-[6-(3-acetylamino-1-pyrrolidinyl)-2-(2,4-difluorophenylamino)-5-fluoronicotinoyl]-3-(N,N-dimethylamino)acrylate), Cl (hydrochloric acid). The solvent is C(C)O (ethanol), C(C)O (ethanol). Yields the product Cl.NC1CN(CC1)C1=C(C=C2C(C(=CN(C2=N1)C1=C(C=C(C=C1)F)F)C(=O)O)=O)F (7-(3-amino-1-pyrrolidinyl)-1-(2,4-difluorophenyl)-6-fluoro-1,4-dihydro-4-oxo-1,8-naphthyridine-3-carboxylic acid hydrochloride). Isolated yield 85.4%. As a reaction SMILES: C([NH:4][CH:5]1[CH2:9][CH2:8][N:7]([C:10]2[C:27]([F:28])=[CH:26][C:13]([C:14]([C:16](=[CH:22]N(C)C)[C:17]([O:19]CC)=[O:18])=[O:15])=[C:12]([NH:29][C:30]3[CH:35]=[CH:34][C:33]([F:36])=[CH:32][C:31]=3[F:37])[N:11]=2)[CH2:6]1)(=O)C.[ClH:38]>C(O)C>[ClH:38].[NH2:4][CH:5]1[CH2:9][CH2:8][N:7]([C:10]2[N:11]=[C:12]3[C:13]([C:14](=[O:15])[C:16]([C:17]([OH:19])=[O:18])=[CH:22][N:29]3[C:30]3[CH:35]=[CH:34][C:33]([F:36])=[CH:32][C:31]=3[F:37])=[CH:26][C:27]=2[F:28])[CH2:6]1 |f:3.4|. Procedure details: In 4 ml of ethanol was suspended 200 mg of ethyl 2-[6-(3-acetylamino-1-pyrrolidinyl)-2-(2,4-difluorophenylamino)-5-fluoronicotinoyl]-3-(N,N-dimethylamino)acrylate, and 4 ml of 6N hydrochloric acid was added thereto, after which the resulting mixture was subjected to reaction under reflux for 3.5 hours. Subsequently, the solvent was removed by distillation under reduced pressure, and to the crystalline material thus obtained was added 2 ml of ethanol, after which crystals were collected by filtra... Reaction SMILES: [CH3:1][C:2]([CH3:4])=[CH2:3].[CH2:5]=[C:6]([CH2:10][C:11]([OH:13])=[O:12])[C:7]([OH:9])=[O:8].S(=O)(=O)(O)O>>[CH2:5]=[C:6]([CH2:10][C:11]([O:13][C:2]([CH3:4])([CH3:3])[CH3:1])=[O:12])[C:7]([O:9][C:2]([CH3:4])([CH3:1])[CH3:3])=[O:8]. Conditions: time 22 hour. Reactants: CC(=C)C (2-Methylprop-1-ene), C=C(C(=O)O)CC(=O)O (2-methylenesuccinic acid), S(O)(O)(=O)=O (sulfuric acid). The product is C=C(C(=O)OC(C)(C)C)CC(=O)OC(C)(C)C (Di-tert-butyl 2-methylenesuccinate). Procedure details: 2-Methylprop-1-ene (50.3 mL) was added to 2-methylenesuccinic acid (10.0 g) at −78 C, then sulfuric acid (0.819 mL) was added dropwise at −78 C, and then, the obtained mixture was stirred at room temperature at 4.5 to 3.5 atm for 22 hours in a sealed tube. After removal of 2-methylprop-1-ene at room temperature, the reaction mixture was diluted with ethyl acetate (100 mL) and added to a saturated aqueous solution of sodium bicarbonate (100 mL) at 0 C, followed by extraction with ethyl acetate. T...